Dataset: the Open Reaction Database (ORD), a public repository of structured organic reaction records. Task: describe an organic reaction: reactants, conditions, products, and yield The reactants are OC1=C(C(=NC(=C1)O)C(F)(F)F)C(=O)OCC (Ethyl 4,6-dihydroxy-2-(trifluoromethyl)-3-pyridinecarboxylate), C(CCC)I (butyl iodide), C([O-])([O-])=O.[K+].[K+] (potassium carbonate). Run in CC(=O)C (acetone). Yields the product C(CCC)OC1=C(C(=NC(=C1)OCCCC)C(F)(F)F)C(=O)OCC (Ethyl 4,6-di-(n-butoxy)-2-(trifluoromethyl)-3-pyridinecarboxylate). Yield: 198.8%. As a reaction SMILES: [OH:1][C:2]1[CH:7]=[C:6]([OH:8])[N:5]=[C:4]([C:9]([F:12])([F:11])[F:10])[C:3]=1[C:13]([O:15][CH2:16][CH3:17])=[O:14].[CH2:18](I)[CH2:19][CH2:20][CH3:21].C(=O)([O-])[O-].[K+].[K+]>CC(C)=O>[CH2:18]([O:1][C:2]1[CH:7]=[C:6]([O:8][CH2:7][CH2:2][CH2:3][CH3:4])[N:5]=[C:4]([C:9]([F:12])([F:10])[F:11])[C:3]=1[C:13]([O:15][CH2:16][CH3:17])=[O:14])[CH2:19][CH2:20][CH3:21] |f:2.3.4|. Procedure details: A mechanically stirred mixture of 22.6 g (0.09 mol) of product of Example 1, 99 g of butyl iodide, 24.84 g of potassium carbonate and 250 ml of acetone was held at reflux for 26 hours and filtered. The acetone filtrate was concentrated and the residue was dissolved in ether. The ether solution was washed with water, dried, and concentrated. The residue was kugelrohr distilled at 0.3 torr to give 32.5 g (99%) of product, nD25 1.4543. Product: CCOC(=O)C1(C(C)=O)CC1. As a reaction SMILES: [Br:10][CH:11]([CH3:12])[Br:13].[C:14](=[O:15])([O-:16])[O-:17].[C:1]([CH2:2][C:3](=[O:4])[CH3:5])(=[O:6])[O:7][CH2:8][CH3:9].[CH3:20][C:21](=[O:22])[CH3:23].[K+:18].[K+:19]>>[C:1]([C:2]1([C:3](=[O:4])[CH3:5])[CH2:11][CH2:12]1)(=[O:6])[O:7][CH2:8][CH3:9]. Reactants: CC(Br)Br, O=C([O-])[O-], CCOC(=O)CC(C)=O, CC(C)=O, [K+], [K+]. Reactants: CCO, Cl, N, CC(=O)Nc1ccc(-n2ccn(-c3ccc(Oc4ccccc4)cc3)c2=O)cc1. Product: Nc1ccc(-n2ccn(-c3ccc(Oc4ccccc4)cc3)c2=O)cc1. Reaction SMILES: [CH3:32][CH2:33][OH:34].[ClH:30].[NH3:31].[O:1]=[c:2]1[n:3](-[c:20]2[cH:21][cH:22][c:23]([NH:26][C:27](=[O:28])[CH3:29])[cH:24][cH:25]2)[cH:4][cH:5][n:6]1-[c:7]1[cH:8][cH:9][c:10]([O:13][c:14]2[cH:15][cH:16][cH:17][cH:18][cH:19]2)[cH:11][cH:12]1>>[O:1]=[c:2]1[n:3](-[c:20]2[cH:21][cH:22][c:23]([NH2:26])[cH:24][cH:25]2)[cH:4][cH:5][n:6]1-[c:7]1[cH:8][cH:9][c:10]([O:13][c:14]2[cH:15][cH:16][cH:17][cH:18][cH:19]2)[cH:11][cH:12]1. Starting materials: FC(C(=O)O)(F)F (trifluoroacetic acid), O=C1N2[C@H](C=3N(C4=C1C=CC=C4)C=NC3C(=O)O)CC2 ((S)-12,12a-dihydro-9-oxo-9H,11H-azeto[2,1-c]imidazo[1,5-a][1,4]-benzodiazepine-1-carboxylic acid), CN(C=O)C (N,N-dimethylformamide), phthaloylglycine amidoxime, C(=O)(N1C=NC=C1)N1C=NC=C1 (1,1'-carbonyldiimidazole). Reaction conditions: time 30 minute. Yields the product C1(C=2C(C(N1CC1=NOC(=N1)C=1N=CN3C1[C@H]1N(C(C4=C3C=CC=C4)=O)CC1)=O)=CC=CC2)=O ((S)-12,12a-dihydro-1-(3-phthalimidomethyl-1,2,4-oxadiazol-5-yl)-9H,11H-azeto[2,1-c]imidazo[1,5-a][1,4]-benzodiazepin-9-one). Isolated yield 40.0%. As a reaction SMILES: [O:1]=[C:2]1[C:8]2[CH:9]=[CH:10][CH:11]=[CH:12][C:7]=2[N:6]2[CH:13]=[N:14][C:15]([C:16](O)=[O:17])=[C:5]2[C@@H:4]2[CH2:19][CH2:20][N:3]12.C([N:28]1C=C[N:30]=[CH:29]1)(N1C=CN=C1)=O.F[C:34](F)(F)[C:35]([OH:37])=O.[CH3:40][N:41](C)[CH:42]=[O:43]>>[C:42]1(=[O:43])[N:41]([CH2:40][C:29]2[N:28]=[C:16]([C:15]3[N:14]=[CH:13][N:6]4[C:7]5[CH:12]=[CH:11][CH:10]=[CH:9][C:8]=5[C:2](=[O:1])[N:3]5[CH2:20][CH2:19][C@H:4]5[C:5]=34)[O:17][N:30]=2)[C:35](=[O:37])[C:34]2=[CH:15][CH:5]=[CH:4][CH:19]=[C:20]12. Procedure: 13.46 g (50 mmol) of (S)-12,12a-dihydro-9-oxo-9H,11H-azeto[2,1-c]imidazo[1,5-a][1,4]-benzodiazepine-1-carboxylic acid were dissolved in 40 ml of N,N-dimethylformamide, treated portionwise with 10 g (61.7 mmol) of 1,1'-carbonyldiimidazole and stirred at 55° for 30 min. After adding 12.06 g (55 mmol) of phthaloylglycine amidoxime the mixture was stirred at 85 °for 2 hours. 10 ml of trifluoroacetic acid were added and the mixture was stirred at 85 °overnight. The reaction mixture was cooled to 10 °... The reactants are C1(=CC=CC=C1)C(C(=O)OC)=[N+]=[N-] (methyl phenyldiazoacetate), C(=O)(OC(C)(C)C)N1CCCCC1 (N-BOC-piperidine), FC(C(=O)O)(F)F (trifluoroacetic acid). Reagents/catalysts: CCCCCCCCCCCCC1=CC=C(C=C1)S(=O)(=O)N2CCC[C@H]2C(=O)O.CCCCCCCCCCCCC1=CC=C(C=C1)S(=O)(=O)N2CCC[C@H]2C(=O)O.CCCCCCCCCCCCC1=CC=C(C=C1)S(=O)(=O)N2CCC[C@H]2C(=O)O.CCCCCCCCCCCCC1=CC=C(C=C1)S(=O)(=O)N2CCC[C@H]2C(=O)O.[Rh].[Rh] (Rh2(S-DOSP)4). Run in CC(C)C(C)C (2,3-dimethylbutane). The product is COC(=O)[C@H]([C@H]1CCCCN1)C2=CC=CC=C2 (erythro methyphenidate). Yield: 49.0%. RXN SMILES: [C:1]1([C:7](=[N+]=[N-])[C:8]([O:10][CH3:11])=[O:9])[CH:6]=[CH:5][CH:4]=[CH:3][CH:2]=1.C([N:21]1[CH2:26][CH2:25][CH2:24][CH2:23][CH2:22]1)(OC(C)(C)C)=O.FC(F)(F)C(O)=O>CC(C(C)C)C.CCCCCCCCCCCCC1C=CC(S(N2[C@H](C(O)=O)CCC2)(=O)=O)=CC=1.CCCCCCCCCCCCC1C=CC(S(N2[C@H](C(O)=O)CCC2)(=O)=O)=CC=1.CCCCCCCCCCCCC1C=CC(S(N2[C@H](C(O)=O)CCC2)(=O)=O)=CC=1.CCCCCCCCCCCCC1C=CC(S(N2[C@H](C(O)=O)CCC2)(=O)=O)=CC=1.[Rh].[Rh]>[CH3:11][O:10][C:8]([C@@H:7]([C:1]1[CH:6]=[CH:5][CH:4]=[CH:3][CH:2]=1)[C@@H:22]1[NH:21][CH2:26][CH2:25][CH2:24][CH2:23]1)=[O:9] |f:4.5.6.7.8.9|. Procedure: As shown above in Scheme V and Table III, Rh2(S-DOSP)4 7 catalyzed decomposition of methyl phenyldiazoacetate 9a in the presence of N-BOC-piperidine (15, 4 equiv) in 2,3-dimethylbutane at room temperature followed by treatment with trifluoroacetic acid resulted in the formation of a mixture of threo and erythro methyphenidate, 16 and 17, in 49% yield. However, the threo isomer 16 was the minor diastereomer and was formed in only 34% ee. The combined yield of 16 and 17 was improved to 86% by usin... Reaction SMILES: [C:45]([CH2:46][CH3:47])(=[O:48])[Cl:49].[CH2:34]1[CH2:35][CH2:36][C:37]2=[N:42][CH2:41][CH2:40][CH2:39][N:38]2[CH2:43][CH2:44]1.[CH3:50][OH:51].[Cl:52][CH2:53][Cl:54].[ClH:1].[NH:2]1[CH2:3][CH2:4][CH:5]([NH:8][C:9](=[O:10])[c:11]2[cH:12][nH:13][c:14]3[c:15]2[n:16][cH:17][n:18][c:19]3-[c:20]2[c:21]([O:29][CH2:30][CH:31]3[CH2:32][CH2:33]3)[cH:22][cH:23][c:24]3[c:28]2[O:27][CH2:26][O:25]3)[CH2:6][CH2:7]1>>[N:2]1([C:45]([CH2:46][CH3:47])=[O:48])[CH2:3][CH2:4][CH:5]([NH:8][C:9](=[O:10])[c:11]2[cH:12][nH:13][c:14]3[c:15]2[n:16][cH:17][n:18][c:19]3-[c:20]2[c:21]([O:29][CH2:30][CH:31]3[CH2:32][CH2:33]3)[cH:22][cH:23][c:24]3[c:28]2[O:27][CH2:26][O:25]3)[CH2:6][CH2:7]1. Yields the product CCC(=O)N1CCC(NC(=O)c2c[nH]c3c(-c4c(OCC5CC5)ccc5c4OCO5)ncnc23)CC1. The reactants are CCC(=O)Cl, C1CCC2=NCCCN2CC1, CO, ClCCl, Cl, O=C(NC1CCNCC1)c1c[nH]c2c(-c3c(OCC4CC4)ccc4c3OCO4)ncnc12.